Task: describe an organic reaction: reactants, conditions, products, and yield. Dataset: the Open Reaction Database (ORD), a public repository of structured organic reaction records Starting materials: Cl.N12CCC(CC1)(CC2)C(=O)O (Quinuclidine-4-carboxylic acid hydrochloride), [H-].[Al+3].[Li+].[H-].[H-].[H-] (lithium aluminum hydride), O (Water), [OH-].[Na+] (sodium hydroxide). Run in O1CCCC1 (tetrahydrofuran). The product is N12CCC(CC1)(CC2)CO (Quinuclidin-4-ylmethanol). Isolated yield 92289.4%. Reaction SMILES: Cl.[N:2]12[CH2:9][CH2:8][C:5]([C:10](O)=[O:11])([CH2:6][CH2:7]1)[CH2:4][CH2:3]2.[H-].[Al+3].[Li+].[H-].[H-].[H-].O.[OH-].[Na+]>O1CCCC1>[N:2]12[CH2:9][CH2:8][C:5]([CH2:10][OH:11])([CH2:6][CH2:7]1)[CH2:4][CH2:3]2 |f:0.1,2.3.4.5.6.7,9.10|. Reported procedure: Quinuclidine-4-carboxylic acid hydrochloride (6.0 g, 0.031 mmoles) in tetrahydrofuran (300 ml) was treated with lithium aluminum hydride (5.0 g, 0.137 mmoles) at ambient temperature for 18 hours. Water (20 ml) and 10% aqueous sodium hydroxide (7.5 ml) was added carefully and the mixture filtered, washing with diethyl ether. The combined filtrates were evaporated to dryness to give the title compound as a white solid 4.04 g, (91%): MS (+ve ion electrospray) m/z 142 (MH+, 100%)